Dataset: the Open Reaction Database (ORD), a public repository of structured organic reaction records. Task: describe an organic reaction: reactants, conditions, products, and yield Starting materials: OCCOCCN1C(CN(CC1)C(=O)OC(C)(C)C)CNC(C(F)(F)F)=O (tert-butyl 4-(2-(2-hydroxyethoxy)ethyl)-3-((2,2,2-trifluoroacetamido)methyl)piperazine-1-carboxylate). Solvent: Cl (hydrogen chloride). Reaction conditions: time 1 hour. Product: FC(C(=O)NCC1N(CCNC1)CCOCCO)(F)F (2,2,2-Trifluoro-N-((1-(2-(2-hydroxyethoxy)ethyl)piperazin-2-yl)methyl)acetamide). Reaction SMILES: [OH:1][CH2:2][CH2:3][O:4][CH2:5][CH2:6][N:7]1[CH2:12][CH2:11][N:10](C(OC(C)(C)C)=O)[CH2:9][CH:8]1[CH2:20][NH:21][C:22](=[O:27])[C:23]([F:26])([F:25])[F:24]>Cl>[F:25][C:23]([F:24])([F:26])[C:22]([NH:21][CH2:20][CH:8]1[CH2:9][NH:10][CH2:11][CH2:12][N:7]1[CH2:6][CH2:5][O:4][CH2:3][CH2:2][OH:1])=[O:27]. Reported procedure: A solution of tert-butyl 4-(2-(2-hydroxyethoxy)ethyl)-3-((2,2,2-trifluoroacetamido)methyl)piperazine-1-carboxylate, prepared as described in the previous step, (8.6 g, crude) in methanolic hydrogen chloride (20 mL) was stirred at room temperature for 1 hour, followed by concentration to provide the title compound which was used without further purification. ESI-MS (M+1): 300 calc. for C11H20F3N3O3 299.